From a dataset of the Open Reaction Database (ORD), a public repository of structured organic reaction records. describe an organic reaction: reactants, conditions, products, and yield The reactants are COC1=C(C=O)C=CC=C1 (2-methoxybenzaldehyde), N1C(=S)NC(=O)C1 (2-thiohydantoin), C(C)(=O)[O-].[Na+] (sodium acetate), C(C)(=O)OC(C)=O (acetic anhydride). Run in C(C)(=O)O (acetic acid), O (water). Yields the product COC1=C(C=CC=C1)C=C1C(NC(N1)=S)=O (5-[(2-Methoxyphenyl)methylene]-2-thioxo-4-imidazolidinone). The yield is 85.4%. RXN SMILES: [CH3:1][O:2][C:3]1[CH:10]=[CH:9][CH:8]=[CH:7][C:4]=1[CH:5]=O.[NH:11]1[CH2:17][C:15](=[O:16])[NH:14][C:12]1=[S:13].C([O-])(=O)C.[Na+].C(OC(=O)C)(=O)C>O.C(O)(=O)C>[CH3:1][O:2][C:3]1[CH:10]=[CH:9][CH:8]=[CH:7][C:4]=1[CH:5]=[C:17]1[NH:11][C:12](=[S:13])[NH:14][C:15]1=[O:16] |f:2.3|. Reported procedure: A mixture of 2-methoxybenzaldehyde (2.5 g, 18 mmoles), 2-thiohydantoin (2.0 g, 17 mmoles), sodium acetate (4.0 g, 49 mmoles), acetic anhydride (μml), and acetic acid (15 ml) is stirred under an inert atmosphere and heated to reflux. After 1 hour the mixture is stirred into water (300 ml), and the precipitate is filtered off, rinsed with water three times and dried. The product is triturated in boiling methanol, filtered off, and dried to afford the pure product (3.4 g), mp 234°-235° C. The reactants are C(C)OC=1C=C(C=CC1OC)[C@H]1COCC[C@H]1NC(C1=CC=C(C(=O)N(C(C)C)C(C)C)C=C1)=O (N-[(3R,4R)-3-(3-Ethoxy-4-methoxy-phenyl)-tetrahydro-pyran-4-yl]-N′,N′-diisopropyl-terephthalamide), O=P(Cl)(Cl)Cl (phosphorus oxytrichloride). Run in C(C)#N (acetonitrile). Yields the product C(C)OC=1C=C2[C@H]3COCC[C@H]3N=C(C2=CC1OC)C1=CC=C(C(=O)N(C(C)C)C(C)C)C=C1 (4-((4aR,10aR)-6-Ethoxy-7-methoxy-1,4,4a,10a-tetrahydro-2H-3-oxa-10-aza-phenanthren-9-yl)-N,N-diisopropyl-benzamide). Reaction SMILES: [CH2:1]([O:3][C:4]1[CH:5]=[C:6]([C@@H:12]2[C@H:17]([NH:18][C:19](=O)[C:20]3[CH:34]=[CH:33][C:23]([C:24]([N:26]([CH:30]([CH3:32])[CH3:31])[CH:27]([CH3:29])[CH3:28])=[O:25])=[CH:22][CH:21]=3)[CH2:16][CH2:15][O:14][CH2:13]2)[CH:7]=[CH:8][C:9]=1[O:10][CH3:11])[CH3:2].O=P(Cl)(Cl)Cl>C(#N)C>[CH2:1]([O:3][C:4]1[CH:5]=[C:6]2[C:7](=[CH:8][C:9]=1[O:10][CH3:11])[C:19]([C:20]1[CH:34]=[CH:33][C:23]([C:24]([N:26]([CH:30]([CH3:32])[CH3:31])[CH:27]([CH3:29])[CH3:28])=[O:25])=[CH:22][CH:21]=1)=[N:18][C@H:17]1[C@@H:12]2[CH2:13][O:14][CH2:15][CH2:16]1)[CH3:2]. Procedure: 5 mmol of N-[(3R,4R)-3-(3-Ethoxy-4-methoxy-phenyl)-tetrahydro-pyran-4-yl]-N′,N′-diisopropyl-terephthalamide are heated to boiling under reflux for 4 h in 25 ml of acetonitrile and 15 mmol of phosphorus oxytrichloride. After distilling off the excess of phosphorus oxytrichloride and about 20 ml of acetonitrile, the residue is partitioned between dichloromethane and saturated sodium hydrogencarbonate solution. The organic phase is washed with water, dried over sodium sulfate and concentrated. The ... Reactants: N (NH3), OO (H2O2), C1(=CC=CC=C1)NN=C(C)C (acetone phenylhydrazone), S(O)(O)(=O)=O (sulphuric acid), peracid, CC(=NN=C(C)C)C (acetone azine), NC1=CC=CC=C1 (aniline), C(C)(=O)O (acetic acid), OO (hydrogen peroxide), CC(=O)C (acetone), N (ammonia), OO (hydrogen peroxide), C(C)(=O)OO (peracetic acid). Solvent: CO (methanol). Product: C(C)(=O)OO (peracetic acid), N(=NC1=CC=CC=C1)C1=CC=CC=C1 (azobenzene). Yield: 80.5%. Reaction SMILES: C(O)(=O)C.OO.S(=O)(=O)(O)O.[C:12]([O:15][OH:16])(=[O:14])[CH3:13].CC(C)=O.N.[NH2:22][C:23]1[CH:28]=[CH:27][CH:26]=[CH:25][CH:24]=1.[C:29]1([NH:35]N=C(C)C)[CH:34]=[CH:33][CH:32]=[CH:31][CH:30]=1.CC(C)=NN=C(C)C>CO>[C:12]([O:15][OH:16])(=[O:14])[CH3:13].[N:22]([C:23]1[CH:28]=[CH:27][CH:26]=[CH:25][CH:24]=1)=[N:35][C:29]1[CH:34]=[CH:33][CH:32]=[CH:31][CH:30]=1. Reported procedure: A crude peracetic acid solution was prepared by mixing 17.3 g glacial acetic acid (0.29 mole), 7.2 g of a hydrogen peroxide solution having 68% by weight of H2O2 (0.145 mole of H2O2), and 0.7 g concentrated sulphuric acid, and reacting the mixture for several hours at ambient temperature. A solution was obtained which contained 0.10 mole peracetic acid and 0.033 mole uncoverted hydrogen peroxide, and which was introduced into 200 ml of methanol at 0° C. Within the space of half an hour 34.8 g ac... The reactants are CN1C=2CCCCC2C=2C=C(C=CC12)C1=CC=C(OCC#N)C=C1 ([4-(9-methyl-6,7,8,9-tetrahydro-5H-carbazol-3-yl)-phenoxy]-acetonitrile), [N-]=[N+]=[N-].[Na+] (NaN3), [NH4+].[Cl-] (NH4Cl). Run in CN(C)C=O (DMF). The product is CN1C2=CC=C(C=C2C=2CCCCC12)C1=CC=C(C=C1)OCC1=NN=NN1 (9-Methyl-6-[4-(1H-tetrazol-5-ylmethoxy)-phenyl]-2,3,4,9-tetrahydro-1H-carbazole), product. The yield is 35.5%. As a reaction SMILES: [CH3:1][N:2]1[C:14]2[CH:13]=[CH:12][C:11]([C:15]3[CH:24]=[CH:23][C:18]([O:19][CH2:20][C:21]#[N:22])=[CH:17][CH:16]=3)=[CH:10][C:9]=2[C:8]2[CH2:7][CH2:6][CH2:5][CH2:4][C:3]1=2.[N-:25]=[N+:26]=[N-:27].[Na+].[NH4+].[Cl-]>CN(C=O)C>[CH3:1][N:2]1[C:3]2[CH2:4][CH2:5][CH2:6][CH2:7][C:8]=2[C:9]2[C:14]1=[CH:13][CH:12]=[C:11]([C:15]1[CH:16]=[CH:17][C:18]([O:19][CH2:20][C:21]3[NH:27][N:26]=[N:25][N:22]=3)=[CH:23][CH:24]=1)[CH:10]=2 |f:1.2,3.4|. Procedure: The desired product was prepared using a procedure similar to step 6 of example 3. Thus, [4-(9-methyl-6,7,8,9-tetrahydro-5H-carbazol-3-yl)-phenoxy]-acetonitrile (0.149 g, 0.471 mmol) was reacted with NaN3 (0.153 g, 2.355 mmol) and NH4Cl (0.126 g, 2.355 mmol) in DMF (5 ml) to give the product (0.060 g, 0.167 mmol, 35%) as a white solid, dec. 205-211° C. 1H NMR (DMSO-d6) δ 1.76-1.81 (m, 2H), 1.86-1.90 (m, 2H), 2.66 (t, J=6.0 Hz, 2H), 2.71 (t, J=5.8 Hz, 2H), 3.61 (s, 3H), 5.51 (s, 2H), 7.11 (d, J=8... Reactants: [BH3-]C#N, CO, Cn1c(Nc2cc(C(F)(F)F)ccc2F)nc2cc(Oc3ccnc(NC(=O)CCC4CCNCC4)c3)ccc21, [Na+]. Product: CN1CCC(CCC(=O)Nc2cc(Oc3ccc4c(c3)nc(Nc3cc(C(F)(F)F)ccc3F)n4C)ccn2)CC1. RXN SMILES: [C:41]([BH3-:42])#[N:43].[CH3:45][OH:46].[F:1][c:2]1[c:3]([NH:12][c:13]2[n:14][c:15]3[c:16]([n:17]2[CH3:18])[cH:19][cH:20][c:21]([O:23][c:24]2[cH:25][c:26]([NH:30][C:31]([CH2:32][CH2:33][CH:34]4[CH2:35][CH2:36][NH:37][CH2:38][CH2:39]4)=[O:40])[n:27][cH:28][cH:29]2)[cH:22]3)[cH:4][c:5]([C:8]([F:9])([F:10])[F:11])[cH:6][cH:7]1.[Na+:44]>>[F:1][c:2]1[c:3]([NH:12][c:13]2[n:14][c:15]3[c:16]([n:17]2[CH3:18])[cH:19][cH:20][c:21]([O:23][c:24]2[cH:25][c:26]([NH:30][C:31]([CH2:32][CH2:33][CH:34]4[CH2:35][CH2:36][N:37]([CH3:41])[CH2:38][CH2:39]4)=[O:40])[n:27][cH:28][cH:29]2)[cH:22]3)[cH:4][c:5]([C:8]([F:9])([F:10])[F:11])[cH:6][cH:7]1. Reported procedure: The title compound, white solid, m.p. 96° C. and MS: m/e=268.4 (M+H+) was prepared in accordance with the general method of example 1 from diphenylacetyl chloride and butylamine. As a reaction SMILES: [C:1]1([CH:7]([C:11]2[CH:16]=[CH:15][CH:14]=[CH:13][CH:12]=2)[C:8](Cl)=[O:9])[CH:6]=[CH:5][CH:4]=[CH:3][CH:2]=1.[CH2:17]([NH2:21])[CH2:18][CH2:19][CH3:20]>>[CH2:17]([NH:21][C:8](=[O:9])[CH:7]([C:11]1[CH:16]=[CH:15][CH:14]=[CH:13][CH:12]=1)[C:1]1[CH:6]=[CH:5][CH:4]=[CH:3][CH:2]=1)[CH2:18][CH2:19][CH3:20]. Product: C(CCC)NC(C(C1=CC=CC=C1)C1=CC=CC=C1)=O (N-Butyl-2,2-diphenyl-acetamide). Starting materials: C1(=CC=CC=C1)C(C(=O)Cl)C1=CC=CC=C1 (diphenylacetyl chloride), C(CCC)N (butylamine). Reactants: ClC1=CC=C(C=C1)S(=O)(=O)N(C)C[C@@H]1CC[C@H](CC1)OCCCCO (trans-4-chloro-N-[4-(4-hydroxy-butoxy)-cyclohexylmethyl]-N-methyl-benzenesulfonamide), CS(=O)(=O)Cl (methanesulfonyl chloride). Yields the product ClC1=CC=C(C=C1)S(=O)(=O)N(C)C[C@@H]1CC[C@H](CC1)OCCCCOS(=O)(=O)C (trans-methanesulfonic acid 4-(4-{[(4-chloro-benzenesulfonyl)-methyl-amino]-methyl}-cyclohexyloxy)-butyl ester). As a reaction SMILES: [Cl:1][C:2]1[CH:7]=[CH:6][C:5]([S:8]([N:11]([CH2:13][C@H:14]2[CH2:19][CH2:18][C@H:17]([O:20][CH2:21][CH2:22][CH2:23][CH2:24][OH:25])[CH2:16][CH2:15]2)[CH3:12])(=[O:10])=[O:9])=[CH:4][CH:3]=1.[CH3:26][S:27](Cl)(=[O:29])=[O:28]>>[Cl:1][C:2]1[CH:7]=[CH:6][C:5]([S:8]([N:11]([CH2:13][C@H:14]2[CH2:19][CH2:18][C@H:17]([O:20][CH2:21][CH2:22][CH2:23][CH2:24][O:25][S:27]([CH3:26])(=[O:29])=[O:28])[CH2:16][CH2:15]2)[CH3:12])(=[O:9])=[O:10])=[CH:4][CH:3]=1. Procedure: In analogy to the procedure described in example 3.4, trans-4-chloro-N-[4-(4-hydroxy-butoxy)-cyclohexylmethyl]-N-methyl-benzenesulfonamide was treated with methanesulfonyl chloride to yield trans-methanesulfonic acid 4-(4-{[(4-chloro-benzenesulfonyl)-methyl-amino]-methyl}-cyclohexyloxy)-butyl ester as colorless solid, MS: 468 (MH+, 1Cl). The reactants are ON1N=NC2=C1C=CC=C2 (1-hydroxybenzotriazole), C(C)(C)(C)OC(=O)N1CCC(CC1)CN ([1-(tert-butoxycarbonyl)piperidin-4-yl]methylamine), Cl.CN(CCCN=C=NCC)C (1-[3-(dimethylamino)propyl]-3-ethylcarbodiimide hydrochloride), CC1=CC=C(C=C1)C=1C=CC2=C(C=C(CCO2)C(=O)O)C1 (7-(4-methylphenyl)-2,3-dihydro-1-benzooxepine-4-carboxylic acid). Solvent: CN(C)C=O (DMF). Yields the product CC1=CC=C(C=C1)C=1C=CC2=C(C=C(CCO2)C(=O)N)C1 (7-(4-methylphenyl)-2,3-dihydro-1-benzooxepine-4-carboxamide). The yield is 172.5%. RXN SMILES: [CH3:1][C:2]1[CH:7]=[CH:6][C:5]([C:8]2[CH:9]=[CH:10][C:11]3[O:17][CH2:16][CH2:15][C:14]([C:18](O)=[O:19])=[CH:13][C:12]=3[CH:21]=2)=[CH:4][CH:3]=1.O[N:23]1C2C=CC=CC=2N=N1.C(OC(N1CCC(CN)CC1)=O)(C)(C)C.Cl.CN(C)CCCN=C=NCC>CN(C=O)C>[CH3:1][C:2]1[CH:7]=[CH:6][C:5]([C:8]2[CH:9]=[CH:10][C:11]3[O:17][CH2:16][CH2:15][C:14]([C:18]([NH2:23])=[O:19])=[CH:13][C:12]=3[CH:21]=2)=[CH:4][CH:3]=1 |f:3.4|. Reported procedure: To 7-(4-methylphenyl)-2,3-dihydro-1-benzooxepine-4-carboxylic acid (1402 mg, 5.00 mmol) dissolved in DMF (30 ml) were added at 0° C. 1-hydroxybenzotriazole (743 mg, 5.50 mmol), [1-(tert-butoxycarbonyl)piperidin-4-yl]methylamine (1393 mg, 6.50 mmol) and 1-[3-(dimethylamino)propyl]-3-ethylcarbodiimide hydrochloride (1438 mg, 7.50 mmol), and the resulting mixture was stirred at room temperature for 61 hours. The reaction mixture was concentrated under reduced pressure, ethyl acetate (100 ml) was ad... Starting materials: NC1=NC(=C(C(=N1)OS(=O)(=O)C(F)(F)F)F)C=1OC=CC1 (trifluoromethanesulfonic acid 2-amino-5-fluoro-6-furan-2-yl-pyrimidin-4-yl ester), COCCN (2-methoxyethylamine). Run in COCCOC (DME). Yields the product FC=1C(=NC(=NC1C=1OC=CC1)N)NCCOC (5-Fluoro-6-furan-2-yl-N4-(2-methoxy-ethyl)-pyrimidine-2,4-diamine). RXN SMILES: [NH2:1][C:2]1[N:7]=[C:6](OS(C(F)(F)F)(=O)=O)[C:5]([F:16])=[C:4]([C:17]2[O:18][CH:19]=[CH:20][CH:21]=2)[N:3]=1.[CH3:22][O:23][CH2:24][CH2:25][NH2:26]>COCCOC>[F:16][C:5]1[C:6]([NH:26][CH2:25][CH2:24][O:23][CH3:22])=[N:7][C:2]([NH2:1])=[N:3][C:4]=1[C:17]1[O:18][CH:19]=[CH:20][CH:21]=1. Procedure details: From trifluoromethanesulfonic acid 2-amino-5-fluoro-6-furan-2-yl-pyrimidin-4-yl ester and 2-methoxyethylamine in DME. ES-MS m/e (%): 253 (M+H+, 100). The reactants are C1(=CC=CC=C1)C=1C(OC(OC1C)(C)C)=O (5-phenyl-2,2,6-trimethyl-2H,4H-1,3-dioxin-4-one), C=NC(C)(C1=CC(=CC=C1)Cl)C (N-methylene-1-methyl-1-(3chlorophenyl)ethylamine), C=NC(C)(C1=CC(=CC=C1)Cl)C (N-methylene-1-methyl-1-(3chlorophenyl)ethylamine). Reaction conditions: temperature 0 celsius. The product is CC1=C(C(N(CO1)C(C)(C1=CC(=CC=C1)Cl)C)=O)C1=CC=CC=C1 (6-methyl-3-[1-methyl-1-(3-chlorophenyl)ethyl]-5-phenyl-2,3-dihydro-4H-1,3-oxazin-4-one). Yield: 69.9%. RXN SMILES: [C:1]1([C:7]2[C:8](=[O:16])O[C:10](C)(C)[O:11][C:12]=2[CH3:13])[CH:6]=[CH:5][CH:4]=[CH:3][CH:2]=1.C=[N:18][C:19]([CH3:28])([C:21]1[CH:26]=[CH:25][CH:24]=[C:23]([Cl:27])[CH:22]=1)[CH3:20]>>[CH3:13][C:12]1[O:11][CH2:10][N:18]([C:19]([CH3:28])([C:21]2[CH:26]=[CH:25][CH:24]=[C:23]([Cl:27])[CH:22]=2)[CH3:20])[C:8](=[O:16])[C:7]=1[C:1]1[CH:2]=[CH:3][CH:4]=[CH:5][CH:6]=1. Reported procedure: A mixture of 5-phenyl-2,2,6-trimethyl-2H,4H-1,3-dioxin-4-one (1.0 g) and N-methylene-1-methyl-1-(3-chlorophenyl)ethylamine (Compound of Example 3) (0.76 g) was heated at 15 0° C. for 30 minutes for reaction. The reaction mixture was purified by silica gel chromatography to obtain the captioned compound (1.0 g).